This data is from the Open Reaction Database (ORD), a public repository of structured organic reaction records. The task is: describe an organic reaction: reactants, conditions, products, and yield Starting materials: C1(CCCCC1)O (Cyclohexyl alcohol), OC1=CC=C(C=C1)CC(=O)O (4-hydroxyphenylacetic acid), C1(=CC=C(C=C1)S(=O)(=O)O)C (p-toluenesulfonic acid), C1=CC=CC=C1 (benzene). The solvent is O (water). Product: OC1=CC=C(C=C1)CC(=O)OC1CCCCC1 (cyclohexyl 4-hydroxyphenylacetate). Isolated yield 104.6%. As a reaction SMILES: [CH:1]1(O)[CH2:6][CH2:5][CH2:4][CH2:3][CH2:2]1.[OH:8][C:9]1[CH:14]=[CH:13][C:12]([CH2:15][C:16]([OH:18])=[O:17])=[CH:11][CH:10]=1.C1(C)C=CC(S(O)(=O)=O)=CC=1.C1C=CC=CC=1>O>[OH:8][C:9]1[CH:10]=[CH:11][C:12]([CH2:15][C:16]([O:18][CH:1]2[CH2:6][CH2:5][CH2:4][CH2:3][CH2:2]2)=[O:17])=[CH:13][CH:14]=1. Procedure: Cyclohexyl alcohol (6 g), 4-hydroxyphenylacetic acid (7.6 g), p-toluenesulfonic acid (1 g) and benzene (300 mL) were refluxed with continuous water separation for 8 hours. The mixture was cooled and washed with a 10% Na2CO3 solution, then with water. Drying over MgSO4 and evaporation of the solvent in vacuo gave 12.24 g of cyclohexyl 4-hydroxyphenylacetate. That compound can be represented by the formula: ##STR25## Reactants: C1(CC1)N(C(=O)[C@@H]1CN(CC[C@H]1C1=CC(N(C=C1)C)=O)C(=O)OC(C)(C)C)CC1=CC(=CC(=C1)CCCOC)O (trans-tert-butyl 3-({cyclopropyl[3-hydroxy-5-(3-methoxypropyl)benzyl]amino}carbonyl)-4-(1-methyl-2-oxo-1,2-dihydro-4-pyridinyl)-1-piperidinecarboxylate), C([O-])([O-])=O.[Cs+].[Cs+] (cesium carbonate), [I-].[Na+] (sodium iodide), ClCCOC1CC1 ((2-chloroethoxy)cyclopropane). Run in CN(C)C=O (DMF). Conditions: temperature 100 celsius. Product: C1(CC1)N(C(=O)[C@@H]1CN(CC[C@H]1C1=CC(N(C=C1)C)=O)C(=O)OC(C)(C)C)CC1=CC(=CC(=C1)CCCOC)OCCOC1CC1 (trans-tert-Butyl 3-({cyclopropyl[3-[2-(cyclopropyloxy)ethoxy]-5-(3-methoxypropyl)benzyl]amino}carbonyl)-4-(1-methyl-2-oxo-1,2-dihydro-4-pyridinyl)-1-piperidinecarboxylate). Reaction SMILES: [CH:1]1([N:4]([CH2:28][C:29]2[CH:34]=[C:33]([CH2:35][CH2:36][CH2:37][O:38][CH3:39])[CH:32]=[C:31]([OH:40])[CH:30]=2)[C:5]([C@H:7]2[C@H:12]([C:13]3[CH:18]=[CH:17][N:16]([CH3:19])[C:15](=[O:20])[CH:14]=3)[CH2:11][CH2:10][N:9]([C:21]([O:23][C:24]([CH3:27])([CH3:26])[CH3:25])=[O:22])[CH2:8]2)=[O:6])[CH2:3][CH2:2]1.C(=O)([O-])[O-].[Cs+].[Cs+].[I-].[Na+].Cl[CH2:50][CH2:51][O:52][CH:53]1[CH2:55][CH2:54]1>CN(C=O)C>[CH:1]1([N:4]([CH2:28][C:29]2[CH:34]=[C:33]([CH2:35][CH2:36][CH2:37][O:38][CH3:39])[CH:32]=[C:31]([O:40][CH2:50][CH2:51][O:52][CH:53]3[CH2:55][CH2:54]3)[CH:30]=2)[C:5]([C@H:7]2[C@H:12]([C:13]3[CH:18]=[CH:17][N:16]([CH3:19])[C:15](=[O:20])[CH:14]=3)[CH2:11][CH2:10][N:9]([C:21]([O:23][C:24]([CH3:25])([CH3:26])[CH3:27])=[O:22])[CH2:8]2)=[O:6])[CH2:3][CH2:2]1 |f:1.2.3,4.5|. Procedure: To a solution of trans-tert-butyl 3-({cyclopropyl[3-hydroxy-5-(3-methoxypropyl)benzyl]amino}carbonyl)-4-(1-methyl-2-oxo-1,2-dihydro-4-pyridinyl)-1-piperidinecarboxylate (1.0 eq., Example 92) in DMF (0.1 M) was added cesium carbonate (2 eq.), sodium iodide (0.05 eq.) and (2-chloroethoxy)cyclopropane (3 eq.). The reaction mixture was heated at 100° C. for 22 h. After cooling to RT, the reaction was quenched with sat. aq. ammonium chloride and extracted with EtOAc. The combined organic extracts wer...